This data is from the Open Reaction Database (ORD), a public repository of structured organic reaction records. The task is: describe an organic reaction: reactants, conditions, products, and yield The reactants are COC1=CC(=C(C(=O)OC)C=C1)C (methyl 4-methoxy-2-methylbenzoate), [H-].[H-].[H-].[H-].[Li+].[Al+3] (LiAlH4). Reaction conditions: time 30 minute. Solvent: C1CCOC1 (THF). Yield: 85.1%. Product: COC1=CC(=C(C=C1)CO)C ((4-methoxy-2-methylphenyl)methanol). Reported procedure: To a solution of methyl 4-methoxy-2-methylbenzoate (11.4 g, 63.3 mmol) in THF (65 mL) at 0° C., LiAlH4 (1M in ether, 76.0 mL, 75.9 mmol) was added via addition funnel over 50 min. The ice water bath was removed, and the reaction was allowed to stir at room temperature for 30 min. Upon completion, the reaction was cooled to 0° C. and sodium sulfate decahydrate was added portionwise until the bubbling ceased. The reaction was then diluted with ether and filtered. The filtrate was concentrated unde... RXN SMILES: [CH3:1][O:2][C:3]1[CH:12]=[CH:11][C:6]([C:7](OC)=[O:8])=[C:5]([CH3:13])[CH:4]=1.[H-].[H-].[H-].[H-].[Li+].[Al+3]>C1COCC1>[CH3:1][O:2][C:3]1[CH:12]=[CH:11][C:6]([CH2:7][OH:8])=[C:5]([CH3:13])[CH:4]=1 |f:1.2.3.4.5.6|. The reactants are N[C@@H](CC1=CNC2=CC=CC=C12)C(=O)O (L-tryptophane), ClC1=CC=C(C(=O)Cl)C=C1 (4-chlorobenzoyl chloride). The product is ClC1=CC=C(C(=O)NC(C(=O)O)CC2=CNC3=CC=CC=C23)C=C1 (2-(4-chlorobenzoylamino)-3-(indol-3-yl)propionic acid). Yield: 79.2%. Reaction SMILES: [NH2:1][C@H:2]([C:13]([OH:15])=[O:14])[CH2:3][C:4]1[C:12]2[C:7](=[CH:8][CH:9]=[CH:10][CH:11]=2)[NH:6][CH:5]=1.[Cl:16][C:17]1[CH:25]=[CH:24][C:20]([C:21](Cl)=[O:22])=[CH:19][CH:18]=1>>[Cl:16][C:17]1[CH:25]=[CH:24][C:20]([C:21]([NH:1][CH:2]([CH2:3][C:4]2[C:12]3[C:7](=[CH:8][CH:9]=[CH:10][CH:11]=3)[NH:6][CH:5]=2)[C:13]([OH:15])=[O:14])=[O:22])=[CH:19][CH:18]=1. Reported procedure: By using 10 g of L-tryptophane and 9 g of 4-chlorobenzoyl chloride, and a method similar to that described in reference example 6, recrystallized from methanol-water there was obtained 13.3 g of 2-(4-chlorobenzoylamino)-3-(indol-3-yl)propionic acid in the form of colorless needle-like crystals. Melting point: 100°-102° C. [α]D25 -49.3° (C=1, methanol)